From a dataset of the Open Reaction Database (ORD), a public repository of structured organic reaction records. describe an organic reaction: reactants, conditions, products, and yield The reactants are C(C1=CC=CC=C1)OC=1C=C(C=CC1)C(C)=O (3′benzyloxyacetophenone), C=1C=CC2=C(C1)N=NN2O (HOBt), Cl.NCC(=O)N1CCC(CC1)OC1=CC(=CC=C1)C(F)(F)F (2-amino-1-[4-(3-trifluoromethyl-phenoxy)-piperidin-1-yl]-ethanone hydrochloride), CCN(C(C)C)C(C)C (DIPEA), OC1=CC=C(C=C1)C1=CC(=NO1)C(=O)O (5-(4-hydroxy-phenyl)-isoxazole-3-carboxylic acid), Intermediate 25, CCN=C=NCCCN(C)C.Cl (EDCI.HCl). Solvent: CN(C)C=O (DMF), O (water). Reaction conditions: time 8 hour. Product: O=C(CNC(=O)C1=NOC(=C1)C1=CC=C(C=C1)O)N1CCC(CC1)OC1=CC(=CC=C1)C(F)(F)F (5-(4-hydroxy-phenyl)-isoxazole-3-carboxylic acid {2-oxo-2-[4-(3-trifluoromethyl-phenoxy)-piperidin-1-yl]-ethyl}-amide). Isolated yield 51.4%. Reaction SMILES: CCN(C(C)C)C(C)C.[OH:10][C:11]1[CH:16]=[CH:15][C:14]([C:17]2[O:21][N:20]=[C:19]([C:22]([OH:24])=O)[CH:18]=2)=[CH:13][CH:12]=1.C(OC1C=C(C(=O)C)C=CC=1)C1C=CC=CC=1.C1C=CC2N(O)N=NC=2C=1.CCN=C=NCCCN(C)C.Cl.Cl.[NH2:65][CH2:66][C:67]([N:69]1[CH2:74][CH2:73][CH:72]([O:75][C:76]2[CH:81]=[CH:80][CH:79]=[C:78]([C:82]([F:85])([F:84])[F:83])[CH:77]=2)[CH2:71][CH2:70]1)=[O:68]>CN(C=O)C.O>[O:68]=[C:67]([N:69]1[CH2:70][CH2:71][CH:72]([O:75][C:76]2[CH:81]=[CH:80][CH:79]=[C:78]([C:82]([F:85])([F:83])[F:84])[CH:77]=2)[CH2:73][CH2:74]1)[CH2:66][NH:65][C:22]([C:19]1[CH:18]=[C:17]([C:14]2[CH:13]=[CH:12][C:11]([OH:10])=[CH:16][CH:15]=2)[O:21][N:20]=1)=[O:24] |f:4.5,6.7|. Procedure: DIPEA (133 mg, 1.03 mmol) was added to a stirred solution of 5-(4-hydroxy-phenyl)-isoxazole-3-carboxylic acid (61 mg, 0.294 mmol) (prepared by the method used for the synthesis of Intermediate 25, starting from 3′benzyloxyacetophenone) in DMF (2 mL) followed by HOBt (41.7 mg, 0.308 mmol) and EDCI.HCl (59 mg, 0.308 mmol). After 2 minutes 2-amino-1-[4-(3-trifluoromethyl-phenoxy)-piperidin-1-yl]-ethanone hydrochloride (99 mg, 0.294 mmol) (prepared according to Step 1 and 5 of the General Scheme) wa... Reactants: S1C(=CC=C1)C1NCCNC1 (2-(2-thienyl)-piperazine), ClC(=O)OCC (ethyl chloroformate), [OH-].[Na+] (NaOH). Run in C(C)(=O)O (acetic acid), C(C)(=O)O (acetic acid). Run at time 1 hour. Product: S1C(=CC=C1)C1CN(CCN1)C(=O)OCC (Ethyl 3-(2-Thienyl)Piperazine-1-Carboxylate). The yield is 65.7%. As a reaction SMILES: Cl[C:2]([O:4][CH2:5][CH3:6])=[O:3].[S:7]1[CH:11]=[CH:10][CH:9]=[C:8]1[CH:12]1[CH2:17][NH:16][CH2:15][CH2:14][NH:13]1.[OH-].[Na+]>C(O)(=O)C>[S:7]1[CH:11]=[CH:10][CH:9]=[C:8]1[CH:12]1[NH:13][CH2:14][CH2:15][N:16]([C:2]([O:4][CH2:5][CH3:6])=[O:3])[CH2:17]1 |f:2.3|. Procedure: A solution of ethyl chloroformate (20.4 g, 0.19 mol) in acetic acid (150 ml) is added dropwise with stirring to a solution of 2-(2-thienyl)-piperazine (31.6 g, 0.19 mol; Preparation 1) in acetic acid (150 ml) at 65° C. under an atmosphere of dry nitrogen. After 1 h, the solution is allowed to cool to room temperature, and stirring is maintained for an additional 16 h. The reaction mixture is added to chilled 10N NaOH (750 ml) and ice is added to control the exothermic reaction. The mixture is ex... Reactants: ClCCl, COC(=O)c1ccc(C)nc1-c1ccc(F)cc1, O=C(OO)c1cccc(Cl)c1. Product: COC(=O)c1ccc(C)[n+]([O-])c1-c1ccc(F)cc1. Reaction SMILES: [Cl:30][CH2:31][Cl:32].[F:1][c:2]1[cH:3][cH:4][c:5](-[c:8]2[n:9][c:10]([CH3:18])[cH:11][cH:12][c:13]2[C:14](=[O:15])[O:16][CH3:17])[cH:6][cH:7]1.[OH:19][O:20][C:21]([c:22]1[cH:23][c:24]([Cl:25])[cH:26][cH:27][cH:28]1)=[O:29]>>[F:1][c:2]1[cH:3][cH:4][c:5](-[c:8]2[n+:9]([O-:19])[c:10]([CH3:18])[cH:11][cH:12][c:13]2[C:14](=[O:15])[O:16][CH3:17])[cH:6][cH:7]1. Reactants: [BH4-], CCc1cccc(CC)c1-c1cccc(C=O)c1, CO, CCOC(C)=O, Cl, [Na+], C1CCOC1. Product: CCc1cccc(CC)c1-c1cccc(CO)c1. Reaction SMILES: [BH4-:19].[CH2:1]([CH3:2])[c:3]1[c:4](-[c:11]2[cH:12][c:13]([CH:17]=[O:18])[cH:14][cH:15][cH:16]2)[c:5]([CH2:9][CH3:10])[cH:6][cH:7][cH:8]1.[CH3:22][OH:23].[CH3:29][CH2:30][O:31][C:32](=[O:33])[CH3:34].[ClH:21].[Na+:20].[O:24]1[CH2:25][CH2:26][CH2:27][CH2:28]1>>[CH2:1]([CH3:2])[c:3]1[c:4](-[c:11]2[cH:12][c:13]([CH2:17][OH:18])[cH:14][cH:15][cH:16]2)[c:5]([CH2:9][CH3:10])[cH:6][cH:7][cH:8]1.